From a dataset of the Open Reaction Database (ORD), a public repository of structured organic reaction records. describe an organic reaction: reactants, conditions, products, and yield Starting materials: [BH4-], CS(C)=O, CC(=O)O, O=[N+]([O-])C=Cc1ccc(Oc2cccnc2)cc1, [Na+], O. Yields the product O=[N+]([O-])CCc1ccc(Oc2cccnc2)cc1. Reaction SMILES: [BH4-:27].[CH3:1][S:2](=[O:3])[CH3:4].[CH3:23][C:24](=[O:25])[OH:26].[N+:5](=[O:6])([O-:7])[CH:8]=[CH:9][c:10]1[cH:11][cH:12][c:13]([O:14][c:15]2[cH:16][n:17][cH:18][cH:19][cH:20]2)[cH:21][cH:22]1.[Na+:28].[OH2:29]>>[N+:5](=[O:6])([O-:7])[CH2:8][CH2:9][c:10]1[cH:11][cH:12][c:13]([O:14][c:15]2[cH:16][n:17][cH:18][cH:19][cH:20]2)[cH:21][cH:22]1. Reactants: ClC1=C(C=CC(=C1F)F)CN ([(2-chloro-3,4-difluorophenyl)methyl]amine), CN1C(N(CC1C(=O)O)CC1=NC=CC=C1)=O (3-methyl-2-oxo-1-(2-pyridinylmethyl)-4-imidazolidinecarboxylic acid), O.ON1N=NC2=C1C=CC=C2 (1-hydroxybenzotriazole hydrate), Cl.C(C)N=C=NCCCN(C)C (1-ethyl-3-(3-dimethylaminopropyl)carbodiimide hydrochloride), C(C)N1CCOCC1 (N-ethyl morpholine). Solvent: ClCCl (dichloromethane), ClCCl (dichloromethane), ClCCl (dichloromethane), CN(C=O)C (N,N-dimethylformamide). Reaction conditions: time 10 minute. Product: Cl.ClC1=C(C=CC(=C1F)F)CNC(=O)C1N(C(N(C1)CC1=NC=CC=C1)=O)C (N-[(2-chloro-3,4-difluorophenyl)methyl]-3-methyl-2-oxo-1-(2-pyridinylmethyl)-4-imidazolidinecarboxamide hydrochloride). Isolated yield 22.1%. As a reaction SMILES: [CH3:1][N:2]1[CH:6]([C:7]([OH:9])=O)[CH2:5][N:4]([CH2:10][C:11]2[CH:16]=[CH:15][CH:14]=[CH:13][N:12]=2)[C:3]1=[O:17].O.ON1C2C=CC=CC=2N=N1.Cl.C(N=C=NCCCN(C)C)C.C(N1CCOCC1)C.[Cl:49][C:50]1[C:55]([F:56])=[C:54]([F:57])[CH:53]=[CH:52][C:51]=1[CH2:58][NH2:59]>ClCCl.CN(C)C=O>[ClH:49].[Cl:49][C:50]1[C:55]([F:56])=[C:54]([F:57])[CH:53]=[CH:52][C:51]=1[CH2:58][NH:59][C:7]([CH:6]1[CH2:5][N:4]([CH2:10][C:11]2[CH:16]=[CH:15][CH:14]=[CH:13][N:12]=2)[C:3](=[O:17])[N:2]1[CH3:1])=[O:9] |f:1.2,3.4,9.10|. Reported procedure: A mixture of crude 3-methyl-2-oxo-1-(2-pyridinylmethyl)-4-imidazolidinecarboxylic acid (˜0.7 mmol), 1-hydroxybenzotriazole hydrate (113 mg, 0.84 mmol), 1-ethyl-3-(3-dimethylaminopropyl)carbodiimide hydrochloride (161 mg, 0.84 mmol), and N-ethyl morpholine (0.27 ml, 2.1 mmol) in dichloromethane (20 ml)/N,N-dimethylformamide (2 ml) was stirred at room temperature for 10 minutes. A solution of [(2-chloro-3,4-difluorophenyl)methyl]amine (150 mg, 0.84 mmol) in dichloromethane (5 ml) was added and the... The reactants are CC(=O)OC(C)=O, CN(C)c1ccncc1, CC1(C)CCC(C)(C)c2cc(CCC=C(CO)c3cccc(C(F)(F)F)c3)ccc21, c1ccncc1. The product is CC(=O)OCC(=CCCc1ccc2c(c1)C(C)(C)CCC2(C)C)c1cccc(C(F)(F)F)c1. RXN SMILES: [CH3:31][C:32](=[O:33])[O:34][C:35](=[O:36])[CH3:37].[CH3:44][N:45]([CH3:46])[c:47]1[cH:48][cH:49][n:50][cH:51][cH:52]1.[F:1][C:2]([c:3]1[cH:4][c:5]([C:9]([CH2:10][OH:11])=[CH:12][CH2:13][CH2:14][c:15]2[cH:16][c:17]3[c:22]([cH:23][cH:24]2)[C:21]([CH3:25])([CH3:26])[CH2:20][CH2:19][C:18]3([CH3:27])[CH3:28])[cH:6][cH:7][cH:8]1)([F:29])[F:30].[cH:38]1[cH:39][cH:40][n:41][cH:42][cH:43]1>>[F:1][C:2]([c:3]1[cH:4][c:5]([C:9]([CH2:10][O:11][C:32]([CH3:31])=[O:33])=[CH:12][CH2:13][CH2:14][c:15]2[cH:16][c:17]3[c:22]([cH:23][cH:24]2)[C:21]([CH3:25])([CH3:26])[CH2:20][CH2:19][C:18]3([CH3:27])[CH3:28])[cH:6][cH:7][cH:8]1)([F:29])[F:30]. Product: O.NC1=CC(=C(C(=O)N[C@@H]2[C@@H](CN(CC2)CCCl)OC)C=C1Cl)OC (cis-4-amino-5-chloro-N-[1-(2-chloroethyl)-3-methoxy-4-piperidinyl]-2-methoxybenzamide monohydrate). As a reaction SMILES: [NH2:1][C:2]1[C:21]([Cl:22])=[CH:20][C:5]([C:6]([NH:8][C@H:9]2[CH2:14][CH2:13][N:12]([CH2:15][CH2:16]O)[CH2:11][C@H:10]2[O:18][CH3:19])=[O:7])=[C:4]([O:23][CH3:24])[CH:3]=1.[Cl:25]C(Cl)Cl.[Cl-]>N1C=CC=CC=1>[OH2:7].[NH2:1][C:2]1[C:21]([Cl:22])=[CH:20][C:5]([C:6]([NH:8][C@H:9]2[CH2:14][CH2:13][N:12]([CH2:15][CH2:16][Cl:25])[CH2:11][C@H:10]2[O:18][CH3:19])=[O:7])=[C:4]([O:23][CH3:24])[CH:3]=1 |f:4.5|. Reaction conditions: temperature 50 celsius. The reactants are NC1=CC(=C(C(=O)N[C@@H]2[C@@H](CN(CC2)CCO)OC)C=C1Cl)OC (cis-4-amino-5-chloro-N-[1-(2-hydroxyethyl)-3-methoxy-4-piperidinyl]-2-methoxybenzamide), ClC(Cl)Cl (trichloromethane), [Cl-] (chloride). Solvent: N1=CC=CC=C1 (pyridine). Procedure details: To a stirred solution of 5.01 parts of cis-4-amino-5-chloro-N-[1-(2-hydroxyethyl)-3-methoxy-4-piperidinyl]-2-methoxybenzamide in 112.5 parts of trichloromethane were added 1.33 parts of pyridine and 2 parts of thioyl chloride.. The whole was stirred and heated for 7 hours at 50° C. and subsequently stirred overnight at room temperature. The reaction mixture was washed with a sodium hydroxide solution and water. The product was extracted with trichloromethane. The extract was dried, filtered and ... Starting materials: OC1=C(C=C(C=CC(=O)O)C=C1)OC (4-hydroxy-3-methoxycinnamic acid), [OH-].[Na+] (sodium hydroxide), CO (methanol), CO (methanol), C1=C(OC=C(C1=O)O)CCl (chlorokojic acid). Solvent: C(C)(=O)OCC (ethyl acetate), CN(C=O)C (N,N-dimethylformamide). Conditions: temperature 110 celsius, time 2 hour. Product: OC1=C(C=C(C=CC(=O)OCC=2OC=C(C(C2)=O)O)C=C1)OC (2-(4-hydroxy-3-methoxy cinnamoyl)oxymethyl-5-hydroxy-4H-pyran-4-one). The yield is 46.5%. Reaction SMILES: [OH:1][C:2]1[CH:12]=[CH:11][C:5]([CH:6]=[CH:7][C:8]([OH:10])=[O:9])=[CH:4][C:3]=1[O:13][CH3:14].[OH-].[Na+].CO.[CH:19]1[C:24](=[O:25])[C:23]([OH:26])=[CH:22][O:21][C:20]=1[CH2:27]Cl>CN(C)C=O.C(OCC)(=O)C>[OH:1][C:2]1[CH:12]=[CH:11][C:5]([CH:6]=[CH:7][C:8]([O:10][CH2:27][C:20]2[O:21][CH:22]=[C:23]([OH:26])[C:24](=[O:25])[CH:19]=2)=[O:9])=[CH:4][C:3]=1[O:13][CH3:14] |f:1.2|. Reported procedure: 0.87 g(4.5 mmol) of 4-hydroxy-3-methoxycinnamic acid and 0.18 g(4.5 mmol) of sodium hydroxide were dissolved into 40 ml of methanol. Residue obtained after distillating methanol was dissolved in 70 ml of N,N-dimethylformamide and 0.65 g (4.05 mmol) of chlorokojic acid prepared in the Reference Example was added thereto. The resulting mixture was heated with stirring for 2 hours in an oil bath of 110° C. After distillating the solvent, the residue was dissolved in 300 ml of ethyl acetate. The eth...